From a dataset of the Open Reaction Database (ORD), a public repository of structured organic reaction records. describe an organic reaction: reactants, conditions, products, and yield The reactants are Cl (HCl), C(=O)N1CCN(CC1)CC1=C2C=CC=NC2=C(C=C1)O (5-(4-formylpiperazinomethyl)-8-hydroxyquinoline). Solvent: CO (methanol), CO (methanol). Conditions: time 10 minute. Yields the product [Cl-].[Cl-].[Cl-].N1(CCNCC1)CC1=C2C=CC=NC2=C(C=C1)O (5-piperazinomethyl-8-hydroxyquinoline trichloride). As a reaction SMILES: [ClH:1].C([N:4]1[CH2:9][CH2:8][N:7]([CH2:10][C:11]2[CH:20]=[CH:19][C:18]([OH:21])=[C:17]3[C:12]=2[CH:13]=[CH:14][CH:15]=[N:16]3)[CH2:6][CH2:5]1)=O>CO>[Cl-:1].[Cl-:1].[Cl-:1].[N:7]1([CH2:10][C:11]2[CH:20]=[CH:19][C:18]([OH:21])=[C:17]3[C:12]=2[CH:13]=[CH:14][CH:15]=[N:16]3)[CH2:8][CH2:9][NH:4][CH2:5][CH2:6]1 |f:3.4.5.6|. Procedure: A solution of ˜16% HCl in methanol (25 ml) was added to a solution of compound 23 (300 ng, 1.23 mmol) in absolute methanol (5 ml). (Upon addition of the acid, all insoluble material was dissolved). The reaction mixture was stirred at room temperature. After 10 min, a yellow powder was precipitated; the mixture was stirred overnight. The product was then filtered and washed with absolute methanol (5 ml×2). The product was obtained as a yellow powder in quantitative yield. TLC and the m.p. showed ... Reactants: ClC1=CC(=NC=N1)NC1=CC=C(C=C1)C(F)(F)F (6-chloro-N-(4-(trifluoromethyl)phenyl)pyrimidin-4-amine), Cl.N1=CC=NC2=C1C=CC(=C2)B(O)O (benzopyrazine-6-boronic acid hydrochloride), C(=O)([O-])[O-].[Na+].[Na+] (Na2CO3). The reagents and catalysts are Cl[Pd]([P](C1=CC=CC=C1)(C2=CC=CC=C2)C3=CC=CC=C3)([P](C4=CC=CC=C4)(C5=CC=CC=C5)C6=CC=CC=C6)Cl (PdCl2(PPh3)2). Solvent: COCCOC (DME). Run at temperature 120 celsius. Product: N1=CC=NC2=CC(=CC=C12)C1=CC(=NC=N1)NC1=CC=C(C=C1)C(F)(F)F (6-(Quinoxalin-6-yl)-N-(4-(trifluoromethyl)phenyl)pyrimidin-4-amine). As a reaction SMILES: Cl[C:2]1[N:7]=[CH:6][N:5]=[C:4]([NH:8][C:9]2[CH:14]=[CH:13][C:12]([C:15]([F:18])([F:17])[F:16])=[CH:11][CH:10]=2)[CH:3]=1.Cl.[N:20]1[C:25]2[CH:26]=[CH:27][C:28](B(O)O)=[CH:29][C:24]=2[N:23]=[CH:22][CH:21]=1.C([O-])([O-])=O.[Na+].[Na+]>COCCOC.Cl[Pd](Cl)([P](C1C=CC=CC=1)(C1C=CC=CC=1)C1C=CC=CC=1)[P](C1C=CC=CC=1)(C1C=CC=CC=1)C1C=CC=CC=1>[N:20]1[C:25]2[C:24](=[CH:29][C:28]([C:2]3[N:7]=[CH:6][N:5]=[C:4]([NH:8][C:9]4[CH:14]=[CH:13][C:12]([C:15]([F:18])([F:17])[F:16])=[CH:11][CH:10]=4)[CH:3]=3)=[CH:27][CH:26]=2)[N:23]=[CH:22][CH:21]=1 |f:1.2,3.4.5,^1:47,66|. Procedure: A mixture of 6-chloro-N-(4-(trifluoromethyl)phenyl)pyrimidin-4-amine (273 mg, 1.0 mmol), benzopyrazine-6-boronic acid hydrochloride (Asymchem, 211 mg, 1.0 mmol), Na2CO3 (529 mg, 5.0 mmol) and PdCl2(PPh3)2 (Strem, 60 mg, 0.1 mmol) in 7 mL DME/3 mL H2O/2 mL EtOH was heated to 120° C. for 17 min in the Smith Optimizer microwave. The reaction mixture was partitioned between EtOAc/brine and the aqueous layer was extracted with EtOAc (3×). The combined organics were evaporated onto SiO2 and purified b... Reaction SMILES: [CH2:1]([O:3][C:4](=[O:2])[CH:5]=[C:6]([CH2:7][NH:8][CH:9]([CH2:10][C:11]([F:12])([F:13])[F:14])[C:15](=[O:16])[O:17][CH3:18])[O:19][c:20]1[c:21]([Cl:26])[cH:22][cH:23][cH:24][cH:25]1)[CH3:27].[CH3:28][C:29]#[N:30]>>[O:3]=[C:4]1[CH:5]=[C:6]([O:19][c:20]2[c:21]([Cl:26])[cH:22][cH:23][cH:24][cH:25]2)[CH2:7][N:8]1[CH:9]([CH2:10][C:11]([F:12])([F:13])[F:14])[C:15](=[O:16])[O:17][CH3:18]. The product is COC(=O)C(CC(F)(F)F)N1CC(Oc2ccccc2Cl)=CC1=O. Reactants: CCOC(=O)C=C(CNC(CC(F)(F)F)C(=O)OC)Oc1ccccc1Cl, CC#N. The reactants are CS(C)=O, O=[N+]([O-])c1ccccc1F, COC(=O)c1c(N)sc2ccc(C)cc12. Yields the product COC(=O)c1c(Nc2ccccc2[N+](=O)[O-])sc2ccc(C)cc12. RXN SMILES: [CH3:26][S:27](=[O:28])[CH3:29].[F:16][c:17]1[c:18]([N+:23](=[O:24])[O-:25])[cH:19][cH:20][cH:21][cH:22]1.[NH2:1][c:2]1[c:3]([C:12](=[O:13])[O:14][CH3:15])[c:4]2[c:5]([s:6]1)[cH:7][cH:8][c:9]([CH3:11])[cH:10]2>>[NH:1]([c:2]1[c:3]([C:12](=[O:13])[O:14][CH3:15])[c:4]2[c:5]([s:6]1)[cH:7][cH:8][c:9]([CH3:11])[cH:10]2)[c:17]1[c:18]([N+:23](=[O:24])[O-:25])[cH:19][cH:20][cH:21][cH:22]1. Product: CCOC(=O)C(C)(C)Oc1ccc(N)cc1. Reactants: C, CCO, CCOC(=O)C(C)(C)Oc1ccc([N+](=O)[O-])cc1, [Pd]. As a reaction SMILES: [C:19].[CH3:21][CH2:22][OH:23].[N+:1]([O-:2])(=[O:3])[c:4]1[cH:5][cH:6][c:7]([O:8][C:9]([C:10](=[O:11])[O:12][CH2:13][CH3:14])([CH3:15])[CH3:16])[cH:17][cH:18]1.[Pd:20]>>[NH2:1][c:4]1[cH:5][cH:6][c:7]([O:8][C:9]([C:10](=[O:11])[O:12][CH2:13][CH3:14])([CH3:15])[CH3:16])[cH:17][cH:18]1. Procedure: A mixture of tert-butyl 4-(3-isopropyl-4-{[(trifluoromethyl)sulfonyl]oxy}-phenyl)-3,6-dihydropyridine-1(2H)-carboxylate (0.14 g), zinc cyanide (65 mg), and tetrakis(triphenylphosphine)palladium(0) (25.0 mg) in DMF (3.0 mL) was stirred at 100° C. under nitrogen for 4 h. The reaction was cooled down, diluted with water, extracted with diethyl ether. The combined extract was washed with water, brine, dried and concentrated. tert-Butyl 4-(4-cyano-3-isopropylphenyl)-3,6-dihydropyridine-1(2H)-carboxyl... Reagents/catalysts: [C-]#N.[Zn+2].[C-]#N (zinc cyanide), C=1C=CC(=CC1)[P](C=2C=CC=CC2)(C=3C=CC=CC3)[Pd]([P](C=4C=CC=CC4)(C=5C=CC=CC5)C=6C=CC=CC6)([P](C=7C=CC=CC7)(C=8C=CC=CC8)C=9C=CC=CC9)[P](C=1C=CC=CC1)(C=1C=CC=CC1)C=1C=CC=CC1 (tetrakis(triphenylphosphine)palladium(0)). Reaction conditions: temperature 100 celsius, time 4 hour. The solvent is O (water). The reactants are C(C)(C)C=1C=C(C=CC1OS(=O)(=O)C(F)(F)F)C=1CCN(CC1)C(=O)OC(C)(C)C (tert-butyl 4-(3-isopropyl-4-{[(trifluoromethyl)sulfonyl]oxy}-phenyl)-3,6-dihydropyridine-1(2H)-carboxylate), CN(C)C=O (DMF). RXN SMILES: [CH:1]([C:4]1[CH:5]=[C:6]([C:18]2[CH2:19][CH2:20][N:21]([C:24]([O:26][C:27]([CH3:30])([CH3:29])[CH3:28])=[O:25])[CH2:22][CH:23]=2)[CH:7]=[CH:8][C:9]=1OS(C(F)(F)F)(=O)=O)([CH3:3])[CH3:2].[CH3:31][N:32](C=O)C>O.[C-]#N.[Zn+2].[C-]#N.C1C=CC([P]([Pd]([P](C2C=CC=CC=2)(C2C=CC=CC=2)C2C=CC=CC=2)([P](C2C=CC=CC=2)(C2C=CC=CC=2)C2C=CC=CC=2)[P](C2C=CC=CC=2)(C2C=CC=CC=2)C2C=CC=CC=2)(C2C=CC=CC=2)C2C=CC=CC=2)=CC=1>[C:31]([C:9]1[CH:8]=[CH:7][C:6]([C:18]2[CH2:19][CH2:20][N:21]([C:24]([O:26][C:27]([CH3:30])([CH3:29])[CH3:28])=[O:25])[CH2:22][CH:23]=2)=[CH:5][C:4]=1[CH:1]([CH3:3])[CH3:2])#[N:32] |f:3.4.5,^1:45,47,66,85|. Product: C(#N)C1=C(C=C(C=C1)C=1CCN(CC1)C(=O)OC(C)(C)C)C(C)C (tert-Butyl 4-(4-cyano-3-isopropylphenyl)-3,6-dihydropyridine-1(2H)-carboxylate). Reactants: C(C1=CC=CC=C1)=O (benzaldehyde), C[C@H](C1=CC=CC=C1)N ((R)-α-methylbenzylamine). Solvent: C(C)O (ethanol). Reaction conditions: time 3 hour. Yields the product C(C1=CC=CC=C1)N[C@@H](C1=CC=CC=C1)C (N-benzyl (R)-α-methylbenzylamine). The yield is 95.0%. RXN SMILES: [CH:1](=O)[C:2]1[CH:7]=[CH:6][CH:5]=[CH:4][CH:3]=1.[CH3:9][C@@H:10]([NH2:17])[C:11]1[CH:16]=[CH:15][CH:14]=[CH:13][CH:12]=1>C(O)C>[CH2:1]([NH:17][C@H:10]([CH3:9])[C:11]1[CH:16]=[CH:15][CH:14]=[CH:13][CH:12]=1)[C:2]1[CH:7]=[CH:6][CH:5]=[CH:4][CH:3]=1. Reported procedure: To a stirred solution of benzaldehyde (1.58 mL, 15.5 mmol) in 10 mL of absolute ethanol at room temperature under nitrogen was added (R)-α-methylbenzylamine (2.0 mL, 15.51 mmol, 99% ee.). The reaction mixture was stirred for 3 hours. The reaction solution was then dried over magnesium sulfate and diluted to a 60 mL volume with EtOH, Ethanol washed Raney nickel Ni (~1.5 g) was added and the resulting suspension was treated with 58 psi of hydrogen in a Parr Type Shaker. After 1 day, additional Ran...